From a dataset of the Open Reaction Database (ORD), a public repository of structured organic reaction records. describe an organic reaction: reactants, conditions, products, and yield Starting materials: C1(CC1)N (cyclopropylamine), C[Al](C)C (trimethylaluminum), FC1=C(C(=CC=C1)F)N1C(C=CC2=C1N=C(N=C2C2=C(C=C(C=C2)F)C)NCC(=O)OC)=O (methyl N-[8-(2,6-difluorophenyl)-4-(4-fluoro-2-methylphenyl)-7,8-dihydro-7-oxopyrido[2,3-d]pyrimidin-2-yl]glycinate). Yields the product C1(CC1)NC(CNC=1N=C(C2=C(N1)N(C(C=C2)=O)C2=C(C=CC=C2F)F)C2=C(C=C(C=C2)F)C)=O (N-Cyclopropyl-2-[8-(2,6-difluoro-phenyl)-4-(4-fluoro-2-methyl-phenyl)-7-oxo-7,8-dihydro-pyrido[2,3-d]pyrimidin-2-ylamino]-acetamide). Reaction SMILES: [CH:1]1([NH2:4])[CH2:3][CH2:2]1.C[Al](C)C.[F:9][C:10]1[CH:15]=[CH:14][CH:13]=[C:12]([F:16])[C:11]=1[N:17]1[C:22]2[N:23]=[C:24]([NH:35][CH2:36][C:37](OC)=[O:38])[N:25]=[C:26]([C:27]3[CH:32]=[CH:31][C:30]([F:33])=[CH:29][C:28]=3[CH3:34])[C:21]=2[CH:20]=[CH:19][C:18]1=[O:41]>>[CH:1]1([NH:4][C:37](=[O:38])[CH2:36][NH:35][C:24]2[N:25]=[C:26]([C:27]3[CH:32]=[CH:31][C:30]([F:33])=[CH:29][C:28]=3[CH3:34])[C:21]3[CH:20]=[CH:19][C:18](=[O:41])[N:17]([C:11]4[C:12]([F:16])=[CH:13][CH:14]=[CH:15][C:10]=4[F:9])[C:22]=3[N:23]=2)[CH2:3][CH2:2]1. Procedure details: Following the procedure outlined in Example 193, cyclopropylamine (0.23 mL, 3.3 mmol), trimethylaluminum (1.7 mL, 3.3 mmol) and the product of Example 190 (150 mg, 0.33 mmol) were reacted to give the desired product, 20 mg (13%). LC-MS: 480.0 (MH+, m/z), 1.89 (Rt, min). Starting materials: Cl (hydrochloric acid), O.C1(=CC=C(C=C1)S(=O)(=O)O)C (p-toluenesulfonic acid monohydrate), ice, S(=O)(Cl)Cl (Thionyl chloride), C(=O)(O)CCCCCC1=CC=CC=2N1C=NC2 (5-(5-carboxypentyl)imidazo[1,5-a]pyridine), S(=O)(=O)(N)N (sulfamide). Run in S1(=O)(=O)CCCC1 (sulfolane). The product is C(#N)CCCCCC1=CC=CC=2N1C=NC2 (5-(5-cyanopentyl)-imidazo[1,5-a]pyridine). As a reaction SMILES: S(Cl)(Cl)=O.[C:5]([CH2:8][CH2:9][CH2:10][CH2:11][CH2:12][C:13]1[N:18]2[CH:19]=[N:20][CH:21]=[C:17]2[CH:16]=[CH:15][CH:14]=1)(O)=O.S(N)([NH2:25])(=O)=O.O.C1(C)C=CC(S(O)(=O)=O)=CC=1.Cl>S1(CCCC1)(=O)=O>[C:5]([CH2:8][CH2:9][CH2:10][CH2:11][CH2:12][C:13]1[N:18]2[CH:19]=[N:20][CH:21]=[C:17]2[CH:16]=[CH:15][CH:14]=1)#[N:25] |f:3.4|. Procedure: Thionyl chloride (11.42 g) is added slowly at room temperature to a suspension of 5-(5-carboxypentyl)imidazo[1,5-a]pyridine (21.0 g) and sulfamide (10.5 g) in 90 ml of sulfolane. The mixture is heated at 120° until gas evolution ceases and solid p-toluenesulfonic acid monohydrate (1.71 g) is added carefully. After heating an additional 3 hours at 120°, the reaction mixture is cooled, poured onto 200 g of ice and acidified with 130 ml of 1N hydrochloric acid. The aqueous phase is sequentially ext... Procedure: A magnetically stirred solution of 4-methoxybiphenyl-2-ylamine (25.27 g, 127 mmol) in CH2Cl2 (300 mL)/pyridine (300 mL) at 0° C. under nitrogen was treated with pivaloyl chloride via syringe (16.8 g, 17.2 mL, 139 mmol). The resultant suspension was stirred for 12 h at room temperature and concentrated in vacuo. The residue was digested with CH2Cl2 (300 mL), washed with 1 N HCl (2×300 mL), 1 N NaOH (2×300 mL), H2O (300 mL), brine (300 mL), dried (K2CO3), filtered, and concentrated in vacuo to giv... Product: COC1=CC(=C(C=C1)C1=CC=CC=C1)NC(C(C)(C)C)=O (N-(4-Methoxy-[1,1'-biphenyl]-2-yl)-2,2-dimethylpropanamide). The yield is 93.0%. Starting materials: COC1=CC(=C(C=C1)C1=CC=CC=C1)N (4-methoxybiphenyl-2-ylamine), N1=CC=CC=C1 (pyridine), C(C(C)(C)C)(=O)Cl (pivaloyl chloride), resultant suspension. Solvent: C(Cl)Cl (CH2Cl2). RXN SMILES: [CH3:1][O:2][C:3]1[CH:8]=[CH:7][C:6]([C:9]2[CH:14]=[CH:13][CH:12]=[CH:11][CH:10]=2)=[C:5]([NH2:15])[CH:4]=1.N1C=CC=CC=1.[C:22](Cl)(=[O:27])[C:23]([CH3:26])([CH3:25])[CH3:24]>C(Cl)Cl>[CH3:1][O:2][C:3]1[CH:8]=[CH:7][C:6]([C:9]2[CH:14]=[CH:13][CH:12]=[CH:11][CH:10]=2)=[C:5]([NH:15][C:22](=[O:27])[C:23]([CH3:26])([CH3:25])[CH3:24])[CH:4]=1. Starting materials: C(C)(C)(C)OC(=O)N1[C@@H](CC(C1)=NOCC1=CC=C(C=C1)OC)C(=O)O ((2S,4EZ)-1-(tert-butoxycarbonyl)-4-{[(4-methoxybenzyl)oxy]imino}-2-pyrrolidinecarboxylic acid), N(=C=O)C1=CC(=CC=C1)C (1-isocya-nato-3-methylbenzene), C(C)N1C2=CC=CC=C2C=2C=C(C=CC12)N (9-ethyl-9H-carbazol-3-amine). The product is C(C)N1C2=CC=CC=C2C=2C=C(C=CC12)NC(=O)[C@H]1N(CC(C1)=NOCC1=CC=C(C=C1)OC)C(=O)NC1=CC(=CC=C1)C ((2S,4EZ)-N2-(9-ethyl-9H-carbazol-3-yl)-4-{[(4-methoxybenzyl)oxy]imino}-N1-(3-methylphenyl)-1,2-pyrrolidinedicarboxamide). As a reaction SMILES: C(O[C:6]([N:8]1[CH2:12][C:11](=[N:13][O:14][CH2:15][C:16]2[CH:21]=[CH:20][C:19]([O:22][CH3:23])=[CH:18][CH:17]=2)[CH2:10][C@H:9]1[C:24]([OH:26])=O)=[O:7])(C)(C)C.[N:27]([C:30]1[CH:35]=[CH:34][CH:33]=[C:32]([CH3:36])[CH:31]=1)=C=O.[CH2:37]([N:39]1[C:51]2[CH:50]=[CH:49][C:48]([NH2:52])=[CH:47][C:46]=2[C:45]2[C:40]1=[CH:41][CH:42]=[CH:43][CH:44]=2)[CH3:38]>>[CH2:37]([N:39]1[C:51]2[CH:50]=[CH:49][C:48]([NH:52][C:24]([C@@H:9]3[CH2:10][C:11](=[N:13][O:14][CH2:15][C:16]4[CH:17]=[CH:18][C:19]([O:22][CH3:23])=[CH:20][CH:21]=4)[CH2:12][N:8]3[C:6]([NH:27][C:30]3[CH:35]=[CH:34][CH:33]=[C:32]([CH3:36])[CH:31]=3)=[O:7])=[O:26])=[CH:47][C:46]=2[C:45]2[C:40]1=[CH:41][CH:42]=[CH:43][CH:44]=2)[CH3:38]. Procedure: Following the general method as outlined in Example 22, starting from (2S,4EZ)-1-(tert-butoxycarbonyl)-4-{[(4-methoxybenzyl)oxy]imino}-2-pyrrolidinecarboxylic acid, 1-isocya-nato-3-methylbenzene, and 9-ethyl-9H-carbazol-3-amine the title compound was obtained in 72% purity by LC/MS. MS(ESI+): m/z=590.8. The reactants are ClC1=C2NC=NC2=NC=N1 (6-chloropurine), FC1=CC=C(C=C1)[N+](=O)[O-] (4-fluoronitrobenzene), ClC1=C(C=C(C=C1)N=C=O)C(F)(F)F (4-chloro-3-(trifluoromethyl)phenyl isocyanate). The product is ClC1=C2N=CN(C2=NC=N1)C1=CC=C(C=C1)N(C(=O)NC1=CC(=C(C=C1)Cl)C(F)(F)F)O (1-[4-(6-Chloropurin-9-yl)phenyl]-3-(4-chloro-3-(trifluoromethyl)phenyl)-1-hydroxyurea). Reaction SMILES: [Cl:1][C:2]1[N:10]=[CH:9][N:8]=[C:7]2[C:3]=1[NH:4][CH:5]=[N:6]2.F[C:12]1[CH:17]=[CH:16][C:15]([N+:18]([O-:20])=O)=[CH:14][CH:13]=1.[Cl:21][C:22]1[CH:27]=[CH:26][C:25]([N:28]=[C:29]=[O:30])=[CH:24][C:23]=1[C:31]([F:34])([F:33])[F:32]>>[Cl:1][C:2]1[N:10]=[CH:9][N:8]=[C:7]2[C:3]=1[N:4]=[CH:5][N:6]2[C:12]1[CH:13]=[CH:14][C:15]([N:18]([OH:20])[C:29]([NH:28][C:25]2[CH:26]=[CH:27][C:22]([Cl:21])=[C:23]([C:31]([F:33])([F:32])[F:34])[CH:24]=2)=[O:30])=[CH:16][CH:17]=1. Reported procedure: The title compound can be synthesized from 6-chloropurine, 4-fluoronitrobenzene and 4-chloro-3-(trifluoromethyl)phenyl isocyanate by using the same techniques as in Example 45. The reactants are O=C(CCCOC(NC1=CC=CC2=CC=CC=C12)=O)C1=CC=CC=C1 (naphthalen-1-carbamic acid 4-oxo-4-phenyl-butyl ester), NNC(=S)N (thiosemicarbazide), Cl (HCl), O (water). Run in CO (methanol). Reaction conditions: time 21 hour. Yields the product C1(=CC=CC2=CC=CC=C12)NC(OCCCC(C1=CC=CC=C1)=NNC(=S)N)=O (4-[(Aminothioxomethyl)hydrazono]-4-phenylbutyl 1-naphthalenylcarbamate). Yield: 93.0%. RXN SMILES: O=[C:2]([C:20]1[CH:25]=[CH:24][CH:23]=[CH:22][CH:21]=1)[CH2:3][CH2:4][CH2:5][O:6][C:7](=[O:19])[NH:8][C:9]1[C:18]2[C:13](=[CH:14][CH:15]=[CH:16][CH:17]=2)[CH:12]=[CH:11][CH:10]=1.Cl.O.[NH2:28][NH:29][C:30]([NH2:32])=[S:31]>CO>[C:9]1([NH:8][C:7](=[O:19])[O:6][CH2:5][CH2:4][CH2:3][C:2](=[N:28][NH:29][C:30]([NH2:32])=[S:31])[C:20]2[CH:25]=[CH:24][CH:23]=[CH:22][CH:21]=2)[C:18]2[C:13](=[CH:14][CH:15]=[CH:16][CH:17]=2)[CH:12]=[CH:11][CH:10]=1. Procedure: A suspension of naphthalen-1-carbamic acid 4-oxo-4-phenyl-butyl ester (4.72 g, 14 mmol), prepared in the previous step, in 100 ml of methanol plus 3.8 ml of 1 N HCl and 3.8 ml of water was warmed to dissolve the solid. While still warm thiosemicarbazide (1.29 g, 14 mmol) was added and the reaction stirred for 21 hours. The solid present was collected by filtration and dried under high vacuum to give the title compound (5.29 g, 92%) as a tan solid, mp 189-192° C. The reactants are BrBr, CC(=O)O, O, O=C1NCCc2ccsc21. The product is O=C1NCCc2cc(Br)sc21. RXN SMILES: [Br:11][Br:12].[C:13]([OH:14])(=[O:15])[CH3:16].[OH2:17].[s:1]1[cH:2][cH:3][c:4]2[c:5]1[C:6](=[O:10])[NH:7][CH2:8][CH2:9]2>>[s:1]1[c:2]([Br:11])[cH:3][c:4]2[c:5]1[C:6](=[O:10])[NH:7][CH2:8][CH2:9]2. Starting materials: CC(C)Br, Fc1nc(NCc2ccncc2)c2nc[nH]c2n1, [K+], [K+], O=C([O-])[O-], CN(C)C=O. Yields the product CC(C)n1cnc2c(NCc3ccncc3)nc(F)nc21. Reaction SMILES: [Br:25][CH:26]([CH3:27])[CH3:28].[F:1][c:2]1[n:3][c:4]([NH:11][CH2:12][c:13]2[cH:14][cH:15][n:16][cH:17][cH:18]2)[c:5]2[n:6][cH:7][nH:8][c:9]2[n:10]1.[K+:19].[K+:20].[O-:21][C:22]([O-:23])=[O:24].[O:29]=[CH:30][N:31]([CH3:32])[CH3:33]>>[F:1][c:2]1[n:3][c:4]([NH:11][CH2:12][c:13]2[cH:14][cH:15][n:16][cH:17][cH:18]2)[c:5]2[n:6][cH:7][n:8]([CH:26]([CH3:27])[CH3:28])[c:9]2[n:10]1.